From a dataset of the Open Reaction Database (ORD), a public repository of structured organic reaction records. describe an organic reaction: reactants, conditions, products, and yield The reactants are O=C(Cl)C(Br)c1ccccc1, ClC(Cl)Cl, NC1CCCCC1. The product is O=C(NC1CCCCC1)C(Br)c1ccccc1. Reaction SMILES: [Br:8][CH:9]([C:10](=[O:11])[Cl:12])[c:13]1[cH:14][cH:15][cH:16][cH:17][cH:18]1.[CH:19]([Cl:20])([Cl:21])[Cl:22].[NH2:1][CH:2]1[CH2:3][CH2:4][CH2:5][CH2:6][CH2:7]1>>[NH:1]([CH:2]1[CH2:3][CH2:4][CH2:5][CH2:6][CH2:7]1)[C:10]([CH:9]([Br:8])[c:13]1[cH:14][cH:15][cH:16][cH:17][cH:18]1)=[O:11].